Dataset: the Open Reaction Database (ORD), a public repository of structured organic reaction records. Task: describe an organic reaction: reactants, conditions, products, and yield Starting materials: [Li]C(C)(C)C, CCCCC, COCOc1cccnc1, COC(=O)c1ccc(C=O)cc1, CCOCC, [Cl-], [NH4+]. Product: COCOc1cnccc1C(O)c1ccc(C(=O)OC)cc1. As a reaction SMILES: [C:16]([Li:17])([CH3:18])([CH3:19])[CH3:20].[CH3:11][CH2:12][CH2:13][CH2:14][CH3:15].[CH3:1][O:2][CH2:3][O:4][c:5]1[cH:6][n:7][cH:8][cH:9][cH:10]1.[CH3:21][O:22][C:23](=[O:24])[c:25]1[cH:26][cH:27][c:28]([CH:29]=[O:30])[cH:31][cH:32]1.[CH3:35][CH2:36][O:37][CH2:38][CH3:39].[Cl-:33].[NH4+:34]>>[CH3:1][O:2][CH2:3][O:4][c:5]1[cH:6][n:7][cH:8][cH:9][c:10]1[CH:29]([c:28]1[cH:27][cH:26][c:25]([C:23]([O:22][CH3:21])=[O:24])[cH:32][cH:31]1)[OH:30]. Starting materials: O=C([O-])[O-], [K+], [K+], O=N[O-], [Na+], O, C#CCn1c(CO)cnc1S. The product is C#CCn1cncc1CO. Reaction SMILES: [C:16](=[O:17])([O-:18])[O-:19].[K+:20].[K+:21].[N:1]([O-:2])=[O:3].[Na+:4].[OH2:22].[OH:5][CH2:6][c:7]1[cH:8][n:9][c:10]([SH:15])[n:11]1[CH2:12][C:13]#[CH:14]>>[OH:5][CH2:6][c:7]1[cH:8][n:9][cH:10][n:11]1[CH2:12][C:13]#[CH:14]. Starting materials: C(=O)C1=C(C=C(S1)C(=O)O)C (5-formyl-4-methyl-thiophene-2-carboxylic acid), OCC(=O)NCC(COC1=C(C=C(C=C1C)C(NO)=N)C)O (rac-2-hydroxy-N-{2-hydroxy-3-[4-(N-hydroxycarbamimidoyl)-2,6-dimethyl-phenoxy]-propyl}-acetamide). Yields the product C(=O)C1=C(C=C(S1)C1=NC(=NO1)C1=CC(=C(OCC(CNC(CO)=O)O)C(=C1)C)C)C (rac-N-(3-{4-[5-(5-Formyl-4-methyl-thiophen-2-yl)-[1,2,4]oxadiazol-3-yl]-2,6-dimethyl-phenoxy}-2-hydroxy-propyl)-2-hydroxy-acetamide). As a reaction SMILES: [CH:1]([C:3]1[S:7][C:6]([C:8]([OH:10])=O)=[CH:5][C:4]=1[CH3:11])=[O:2].[OH:12][CH2:13][C:14]([NH:16][CH2:17][CH:18]([OH:33])[CH2:19][O:20][C:21]1[C:26]([CH3:27])=[CH:25][C:24]([C:28](=[NH:31])[NH:29]O)=[CH:23][C:22]=1[CH3:32])=[O:15]>>[CH:1]([C:3]1[S:7][C:6]([C:8]2[O:10][N:31]=[C:28]([C:24]3[CH:23]=[C:22]([CH3:32])[C:21]([O:20][CH2:19][CH:18]([OH:33])[CH2:17][NH:16][C:14](=[O:15])[CH2:13][OH:12])=[C:26]([CH3:27])[CH:25]=3)[N:29]=2)=[CH:5][C:4]=1[CH3:11])=[O:2]. Reported procedure: The title compound is prepared according to Method A starting from 5-formyl-4-methyl-thiophene-2-carboxylic acid and rac-2-hydroxy-N-{2-hydroxy-3-[4-(N-hydroxycarbamimidoyl)-2,6-dimethyl-phenoxy]-propyl}-acetamide; LC-MS: tR=0.90 min; [M+1]+=446.15; 1H NMR (D6-DMSO): δ 2.34 (s, 6H), 2.65 (s, 3H), 3.19-3.28 (m, 1H), 3.39-3.48 (m, 1H), 3.70-3.81 (m, 2H), 3.83 (d, J=5.8 Hz, 2H), 3.92-3.99 (m, 1H), 5.29 (d, J=5.5 Hz, 1H), 5.55 (t, J=6.0 Hz, 1H), 7.69 (m, 1H), 7.75 (s, 2H), 8.07 (s, 1H), 10.17 (s, 1H... The reactants are B, NC1CN(Cc2ccccc2)CC1c1ccc(Cl)c(Cl)c1, C1CCOC1, CCOC(=O)Cl, [K+], [K+], O=C([O-])[O-], O. Product: CNC1CN(Cc2ccccc2)CC1c1ccc(Cl)c(Cl)c1. As a reaction SMILES: [BH3:34].[CH2:1]([c:2]1[cH:3][cH:4][cH:5][cH:6][cH:7]1)[N:8]1[CH2:9][CH:10]([NH2:21])[CH:11]([c:13]2[cH:14][c:15]([Cl:20])[c:16]([Cl:19])[cH:17][cH:18]2)[CH2:12]1.[CH2:35]1[O:36][CH2:37][CH2:38][CH2:39]1.[Cl:28][C:29]([O:30][CH2:31][CH3:32])=[O:33].[K+:22].[K+:23].[O-:24][C:25]([O-:26])=[O:27].[OH2:40]>>[CH2:1]([c:2]1[cH:3][cH:4][cH:5][cH:6][cH:7]1)[N:8]1[CH2:9][CH:10]([NH:21][CH3:25])[CH:11]([c:13]2[cH:14][c:15]([Cl:20])[c:16]([Cl:19])[cH:17][cH:18]2)[CH2:12]1. Starting materials: COC(C(C1(CCOC2=CC=CC=C12)C)C#N)=O (cyano(4-methylchroman-4-yl)acetic acid methyl ester), [Cl-].[Na+] (sodium chloride). Solvent: CS(=O)C (DMSO), O (water). Reaction conditions: time 4 hour. The product is CC1(CCOC2=CC=CC=C12)CC#N ((4-methylchroman-4-yl)acetonitrile). Isolated yield 69.7%. As a reaction SMILES: COC(=O)[CH:4]([C:16]#[N:17])[C:5]1([CH3:15])[C:14]2[C:9](=[CH:10][CH:11]=[CH:12][CH:13]=2)[O:8][CH2:7][CH2:6]1.[Cl-].[Na+]>CS(C)=O.O>[CH3:15][C:5]1([CH2:4][C:16]#[N:17])[C:14]2[C:9](=[CH:10][CH:11]=[CH:12][CH:13]=2)[O:8][CH2:7][CH2:6]1 |f:1.2|. Procedure details: A mixture of 6 g (23 mmol) of cyano(4-methylchroman-4-yl)acetic acid methyl ester and 7.25 g (124 mmol) of sodium chloride in 40 mL of wet DMSO was warmed to reflux. The reaction was monitored by TLC. After 4 hours, the reaction was cooled and diluted with water and extracted with diethyl ether. The combined organic layers were washed with four portions of water, brine, dried over magnesium sulfate, filtered, and concentrated in vacuo to afford 3 g (68%) of (4-methylchroman-4-yl)acetonitrile as ... The reactants are C[N+](C)(C)C, [Cl-], CC(C)OC(=O)c1cc(F)c(Cl)cc1Cl, [F-], [K+]. Yields the product CC(C)OC(=O)c1cc(F)c(F)cc1Cl. Reaction SMILES: [CH3:19][N+:20]([CH3:21])([CH3:22])[CH3:23].[Cl-:18].[Cl:1][c:2]1[c:3]([C:4](=[O:5])[O:6][CH:7]([CH3:8])[CH3:9])[cH:10][c:11]([F:15])[c:12]([Cl:14])[cH:13]1.[F-:16].[K+:17]>>[Cl:1][c:2]1[c:3]([C:4](=[O:5])[O:6][CH:7]([CH3:8])[CH3:9])[cH:10][c:11]([F:15])[c:12]([F:16])[cH:13]1. Reaction SMILES: [NH2:1][C@H:2]1[CH2:7][CH2:6][N:5]([CH2:8][CH2:9][N:10]2[C:19]3[C:14](=[N:15][CH:16]=[C:17]([O:20][CH3:21])[CH:18]=3)[CH:13]=[CH:12][C:11]2=[O:22])[CH2:4][C@H:3]1[OH:23].[Cl:24][C:25]1[CH:26]=[C:27]([CH:33]=O)[CH:28]=[N:29][C:30]=1[CH2:31][OH:32].C(O[BH-](OC(=O)C)OC(=O)C)(=O)C.[Na+]>ClCCCl.CO>[Cl:24][C:25]1[CH:26]=[C:27]([CH2:33][NH:1][C@H:2]2[CH2:7][CH2:6][N:5]([CH2:8][CH2:9][N:10]3[C:19]4[C:14](=[N:15][CH:16]=[C:17]([O:20][CH3:21])[CH:18]=4)[CH:13]=[CH:12][C:11]3=[O:22])[CH2:4][C@H:3]2[OH:23])[CH:28]=[N:29][C:30]=1[CH2:31][OH:32] |f:2.3|. Starting materials: ClC=1C=C(C=NC1CO)C=O (5-chloro-6-(hydroxymethyl)-3-pyridinecarbaldehyde), C(C)(=O)O[BH-](OC(C)=O)OC(C)=O.[Na+] (Sodium triacetoxyborohydride), N[C@@H]1[C@@H](CN(CC1)CCN1C(C=CC2=NC=C(C=C12)OC)=O)O (1-{2-[(3R,4S)-4-amino-3-hydroxy-1-piperidinyl]ethyl}-7-(methyloxy)-1,5-naphthyridin-2(1H)-one), Intermediate 33, imine. Conditions: time 6 hour. Solvent: ClCCCl (DCE), CO (Methanol). Procedure details: A mixture of 1-{2-[(3R,4S)-4-amino-3-hydroxy-1-piperidinyl]ethyl}-7-(methyloxy)-1,5-naphthyridin-2(1H)-one (Intermediate 33 as a free base: 200 mg, 0.628 mmol) and 5-chloro-6-(hydroxymethyl)-3-pyridinecarbaldehyde (108 mg, 0.628 mmol) in DCE (10 ml) and Methanol (0.5 ml) was stirred at room temperature overnight. Sodium triacetoxyborohydride (399 mg, 1.885 mmol) was added. The mixture was stirred under N2 at rt for 6 h. LCMS showed imine and desired compound. An excess of sodium triacetoxyborohy... Yields the product ClC=1C=C(C=NC1CO)CN[C@@H]1[C@@H](CN(CC1)CCN1C(C=CC2=NC=C(C=C12)OC)=O)O (1-{2-[(3R,4S)-4-({[5-chloro-6-(hydroxymethyl)-3-pyridinyl]methyl}amino)-3-hydroxy-1-piperidinyl]ethyl}-7-(methyloxy)-1,5-naphthyridin-2(1H)-one). Reaction SMILES: Br[C:2](Br)=[CH:3][C:4]1[CH:9]=[CH:8][C:7]([CH2:10][CH2:11][C@H:12]2[CH2:17][CH2:16][C@H:15]([CH2:18][CH2:19][CH2:20][CH2:21][CH3:22])[CH2:14][CH2:13]2)=[CH:6][CH:5]=1.C([Li])CCC.C1(O[C:36]#[N:37])C=CC=CC=1.[OH-].[Na+]>O1CCCC1.CCCCCC>[CH2:18]([C@H:15]1[CH2:16][CH2:17][C@H:12]([CH2:11][CH2:10][C:7]2[CH:8]=[CH:9][C:4]([C:3]#[C:2][C:36]#[N:37])=[CH:5][CH:6]=2)[CH2:13][CH2:14]1)[CH2:19][CH2:20][CH2:21][CH3:22] |f:3.4|. Yield: 69.0%. Conditions: temperature -78 celsius, time 90 minute. Procedure details: A solution of 1.55 g of β,β-dibromo-p-[2-(trans-4-pentylcyclohexyl)ethyl]styrene in 35 ml of absolute tetrahydrofuran was placed at about -45° C. in a sulphonation flask under argon gasification and treated within 5 minutes with 8.8 ml of a 1.2N solution of butyl lithium in hexane. After completion of the addition, the mixture was stirred at the same temperature for a further 90 minutes, then cooled to -78° C. and treated with 0.79 ml of phenyl cyanate. The mixture was subsequently stirred at -7... Product: C(CCCC)[C@@H]1CC[C@H](CC1)CCC1=CC=C(C=C1)C#CC#N (p-[2-(trans-4-pentylcyclohexyl)ethyl]phenylpropiolonitrile). Run in CCCCCC (hexane), O1CCCC1 (tetrahydrofuran). Reactants: solution, C(CCC)[Li] (butyl lithium), C1(=CC=CC=C1)OC#N (phenyl cyanate), BrC(=CC1=CC=C(C=C1)CC[C@@H]1CC[C@H](CC1)CCCCC)Br (β,β-dibromo-p-[2-(trans-4-pentylcyclohexyl)ethyl]styrene), [OH-].[Na+] (sodium hydroxide).